Task: describe an organic reaction: reactants, conditions, products, and yield. Dataset: the Open Reaction Database (ORD), a public repository of structured organic reaction records The reactants are CCOC(CCN)OCC, C1CCOC1, ClCCCl, COCC(C)(COC)C(=O)O, CCN(C(C)C)C(C)C, ClCCl, On1nnc2ccccc21. Yields the product CCOC(CCNC(=O)C(C)(COC)COC)OCC. As a reaction SMILES: [CH2:31]([CH3:32])[O:33][CH:34]([CH2:35][CH2:36][NH2:37])[O:38][CH2:39][CH3:40].[CH2:44]1[O:45][CH2:46][CH2:47][CH2:48]1.[CH2:49]([Cl:50])[CH2:51][Cl:52].[CH3:1][O:2][CH2:3][C:4]([C:5](=[O:6])[OH:7])([CH3:8])[CH2:9][O:10][CH3:11].[CH:12]([N:13]([CH2:14][CH3:15])[CH:16]([CH3:17])[CH3:18])([CH3:19])[CH3:20].[Cl:41][CH2:42][Cl:43].[OH:21][n:22]1[c:23]2[c:24]([cH:25][cH:26][cH:27][cH:28]2)[n:29][n:30]1>>[CH3:1][O:2][CH2:3][C:4]([C:5](=[O:7])[NH:37][CH2:36][CH2:35][CH:34]([O:33][CH2:31][CH3:32])[O:38][CH2:39][CH3:40])([CH3:8])[CH2:9][O:10][CH3:11]. Product: Cc1ccc2cccc(OCc3c(Cl)ccc(C(=O)N(C)CCN4C(=O)c5ccccc5C4=O)c3Cl)c2n1. Starting materials: CI, CN(C)C=O, Cc1ccc2cccc(OCc3c(Cl)ccc(C(=O)NCCN4C(=O)c5ccccc5C4=O)c3Cl)c2n1, [H-], [Na+], O. RXN SMILES: [CH3:40][I:41].[CH3:43][N:44]([CH3:45])[CH:46]=[O:47].[Cl:1][c:2]1[c:3]([CH2:4][O:5][c:6]2[cH:7][cH:8][cH:9][c:10]3[cH:11][cH:12][c:13]([CH3:16])[n:14][c:15]23)[c:17]([Cl:37])[cH:18][cH:19][c:20]1[C:21]([NH:22][CH2:23][CH2:24][N:25]1[C:26](=[O:35])[c:27]2[c:28]([cH:31][cH:32][cH:33][cH:34]2)[C:29]1=[O:30])=[O:36].[H-:38].[Na+:39].[OH2:42]>>[Cl:1][c:2]1[c:3]([CH2:4][O:5][c:6]2[cH:7][cH:8][cH:9][c:10]3[cH:11][cH:12][c:13]([CH3:16])[n:14][c:15]23)[c:17]([Cl:37])[cH:18][cH:19][c:20]1[C:21]([N:22]([CH2:23][CH2:24][N:25]1[C:26](=[O:35])[c:27]2[c:28]([cH:31][cH:32][cH:33][cH:34]2)[C:29]1=[O:30])[CH3:40])=[O:36]. The reactants are C(CC)NC1CC(NC(C1)(C)C)(C)C (4-n-propylamino-2,2,6,6-tetramethylpiperidine), C1(=C(C(=O)C1=O)O)O (quadratic acid). Run in C(C)C(CCCCC)O (ethylhexanol). Conditions: time 5 hour. The product is C(CC)N(C1CC(NC(C1)(C)C)(C)C)[C+]1[C+](C(=C1[O-])N(CCC)C1CC(NC(C1)(C)C)(C)C)[O-] (1,3-Bis[N-n-propyl-N-(2,2,6,6-tetramethyl-4-piperidyl)amino]cyclobutenediylium-2,4-diolate). Isolated yield 75.2%. Reaction SMILES: [CH2:1]([NH:4][CH:5]1[CH2:10][C:9]([CH3:12])([CH3:11])[NH:8][C:7]([CH3:14])([CH3:13])[CH2:6]1)[CH2:2][CH3:3].[C:15]1(O)[C:19](=[O:20])[C:17](=O)[C:16]=1[OH:21]>C(C(O)CCCCC)C>[CH2:1]([N:4]([C+:15]1[C:16]([O-:21])=[C:17]([N:4]([CH:5]2[CH2:6][C:7]([CH3:14])([CH3:13])[NH:8][C:9]([CH3:11])([CH3:12])[CH2:10]2)[CH2:1][CH2:2][CH3:3])[C+:19]1[O-:20])[CH:5]1[CH2:6][C:7]([CH3:13])([CH3:14])[NH:8][C:9]([CH3:12])([CH3:11])[CH2:10]1)[CH2:2][CH3:3]. Reported procedure: Under agitation, 363.0 g (1.83 moles) of 4-n-propylamino-2,2,6,6-tetramethylpiperidine, 10.8 g (0.095 mole) of quadratic acid, and 150 cc of ethylhexanol were heated in a 1-liter agitated flask with attached water trap for five hours under reflux to boiling; the sump temperature was 205° C., and 3.0 cc of water was removed from the cycle. After concentration of the reaction solution, 33.9 g of crystals was precipitated. Yield: 75.2%, mp 198°-199° C. (from cyclohexane). Extinction (g/l.cm) at 278...